This data is from the Open Reaction Database (ORD), a public repository of structured organic reaction records. The task is: describe an organic reaction: reactants, conditions, products, and yield Reactants: ethereal solution, C[Li] (methyllithium), [Cl-].[Cl-].[CH-]1C=CC=C1.[CH-]1C=CC=C1.[Zr+2] (zirconocene dichloride). The solvent is C(C)OCC (diethyl ether). Reaction conditions: time 5 hour. Yields the product C[C-]1C=CC=C1.[C-]1(C=CC=C1)C.[Zr+2] (dimethylzirconocene). Yield: 211.0%. Reaction SMILES: C[Li].[Cl-].[Cl-].[CH-:5]1[CH:9]=[CH:8][CH:7]=[CH:6]1.[CH-:10]1[CH:14]=[CH:13][CH:12]=[CH:11]1.[Zr+2:15]>C(OCC)C>[CH3:10][C-:5]1[CH:9]=[CH:8][CH:7]=[CH:6]1.[C-:10]1([CH3:5])[CH:14]=[CH:13][CH:12]=[CH:11]1.[Zr+2:15] |f:1.2.3.4.5,7.8.9|. Procedure details: Following the literature procedure [b], 3.30 ml (5.33 mmol, 1.60M) of an ethereal solution of methyllithium are slowly added dropwise at -78° C. to a suspension of 1.03 g (2.66 mmol) of zirconocene dichloride (Example 10) in 50 ml of diethyl ether. The mixture is allowed to warm slowly to room temperature in a cold bath and is then stirred at room temperature for a further 5 hours. The solvent is removed in vacuo, and the colorless residue is extracted with 3×50 ml of pentane. The combined penta... Reactants: C(C)C=1C=NC(=NC1)NCCC1=CC(=C(C=C1)OC)C(F)(F)F (5-ethyl-N-{2-[4-methoxy-3-(trifluoromethyl)phenyl]ethyl}pyrimidin-2-amine), FC(OC=1C=C(CBr)C=CC1)(F)F (3-trifluoromethoxy benzyl bromide). The product is C(C)C=1C=NC(=NC1)N(CCC1=CC(=C(C=C1)O)C(F)(F)F)CC1=CC(=CC=C1)OC(F)(F)F (4-(2-{(5-Ethylpyrimidin-2-yl)[3-(trifluoromethoxy)benzyl]amino}ethyl)-2-(trifluoromethyl)phenol). Reaction SMILES: [CH2:1]([C:3]1[CH:4]=[N:5][C:6]([NH:9][CH2:10][CH2:11][C:12]2[CH:17]=[CH:16][C:15]([O:18]C)=[C:14]([C:20]([F:23])([F:22])[F:21])[CH:13]=2)=[N:7][CH:8]=1)[CH3:2].[F:24][C:25]([F:36])([F:35])[O:26][C:27]1[CH:28]=[C:29]([CH:32]=[CH:33][CH:34]=1)[CH2:30]Br>>[CH2:1]([C:3]1[CH:4]=[N:5][C:6]([N:9]([CH2:30][C:29]2[CH:32]=[CH:33][CH:34]=[C:27]([O:26][C:25]([F:24])([F:35])[F:36])[CH:28]=2)[CH2:10][CH2:11][C:12]2[CH:17]=[CH:16][C:15]([OH:18])=[C:14]([C:20]([F:23])([F:22])[F:21])[CH:13]=2)=[N:7][CH:8]=1)[CH3:2]. Procedure details: Similarly prepared from 5-ethyl-N-{2-[4-methoxy-3-(trifluoromethyl)phenyl]ethyl}pyrimidin-2-amine and 3-trifluoromethoxy benzyl bromide. Reaction conditions: temperature 60 celsius, time 1 hour. Starting materials: BrCC1=CC=CC=C1 ((bromomethyl)benzene), [Zn] (zinc), Cl[Si](C)(C)C (chlorotrimethylsilane), BrCCBr (1,2-dibromoethane). The product is [Br-].C(C1=CC=CC=C1)[Zn+] (benzylzinc(II) bromide). Reported procedure: To a suspension mixture of zinc powder (active, 65 g, 1.0 mol) in dry THF (200 mL) was dropwise added 1,2-dibromoethane (3.5 mL, 40 mmol) at 65° C. under nitrogen atmosphere, followed by the addition of chlorotrimethylsilane (87 mg, 80 mmol). The mixture was then stirred at 60° C. for another 1 h. Subsequently, (bromomethyl)benzene (60 mL, 500 mmol) was dropwise added, and the suspension was stirred at 60° C. for another 1 h. The reaction mixture was directly used in the next step. Run in C1CCOC1 (THF). RXN SMILES: [Zn:1].[Br:2]CCBr.Cl[Si](C)(C)C.Br[CH2:12][C:13]1[CH:18]=[CH:17][CH:16]=[CH:15][CH:14]=1>C1COCC1>[Br-:2].[CH2:12]([Zn+:1])[C:13]1[CH:18]=[CH:17][CH:16]=[CH:15][CH:14]=1 |f:5.6|. The product is Cn1ncc(Cl)c1-c1cc(NC(=O)c2cccc(C(F)(F)F)c2)ccc1OCCN1CCOCC1. Starting materials: CCOC(C)=O, CCCO, Cn1ncc(Cl)c1-c1cc(N)ccc1OCCN1CCOCC1, O=C(Cl)c1cccc(C(F)(F)F)c1. RXN SMILES: [C:37]([O:38][CH2:39][CH3:40])(=[O:41])[CH3:42].[CH2:43]([OH:44])[CH2:45][CH3:46].[Cl:1][c:2]1[c:3](-[c:8]2[cH:9][c:10]([NH2:23])[cH:11][cH:12][c:13]2[O:14][CH2:15][CH2:16][N:17]2[CH2:18][CH2:19][O:20][CH2:21][CH2:22]2)[n:4]([CH3:7])[n:5][cH:6]1.[F:24][C:25]([c:26]1[cH:27][c:28]([C:29](=[O:30])[Cl:31])[cH:32][cH:33][cH:34]1)([F:35])[F:36]>>[Cl:1][c:2]1[c:3](-[c:8]2[cH:9][c:10]([NH:23][C:29]([c:28]3[cH:27][c:26]([C:25]([F:24])([F:35])[F:36])[cH:34][cH:33][cH:32]3)=[O:30])[cH:11][cH:12][c:13]2[O:14][CH2:15][CH2:16][N:17]2[CH2:18][CH2:19][O:20][CH2:21][CH2:22]2)[n:4]([CH3:7])[n:5][cH:6]1. The reactants are C(\C=C\C)(=O)O (crotonic acid), C(C)(C)O (isopropanol), C1=CC=CC=C1 (benzene), OS(=O)(=O)O (H2SO4). The reagents and catalysts are C1(=CC=C(C=C1)S(=O)(=O)O)C (para-toluene sulfonic acid). Solvent: O (water), O (water), CCOCC (ether). The product is C(C)(C)OC(\C=C\C)=O (isopropylcrotonate). Isolated yield 56.9%. Reaction SMILES: [C:1]([OH:6])(=[O:5])/[CH:2]=[CH:3]/[CH3:4].[CH:7](O)([CH3:9])[CH3:8].C1C=CC=CC=1.OS(O)(=O)=O>C1(C)C=CC(S(O)(=O)=O)=CC=1.CCOCC.O>[CH:7]([O:5][C:1](=[O:6])/[CH:2]=[CH:3]/[CH3:4])([CH3:9])[CH3:8]. Procedure details: 40.0 g (465 mmol) of crotonic acid (Fluka 28010), 25.1 g (418 mmol) of isopropanol (Merck 1.09634.2500), 200 mL of benzene, 4.2 g of conc. H2SO4 and 2.1 g of para-toluene sulfonic acid was charged to a 500 mL flask equipped with a magnetic stirrer bar and Dean-Stark water separator. The mixture was refluxed until water formation ceased. 200 mL of ether was added to the mixture, and then washed with several portions of NaHCO3 (aq., sat.) until the the acid was neutralized. Organic phase was separ... Reactants: [H-].[Na+] (sodium hydride), suspension, oil, C1CCOC1 (THF), O=C1NCCSCC1NC(OC(C)(C)C)=O (tert-butyl (5-oxoperhydro-1,4-thiazepin-6-yl)carbamate), FC=1C=C(CBr)C=CC1F (3,4-difluorobenzyl bromide). Solvent: O (water), CCOC(=O)C (EtOAc). The product is FC=1C=C(CN2CCSCC(C2=O)NC(OC(C)(C)C)=O)C=CC1F (tert-butyl [4-(3,4-difluoro-benzyl)-5-oxoperhydro-1,4-thiazepin-6-yl]-carbamate). Yield: 61.0%. As a reaction SMILES: [H-].[Na+].C1COCC1.[O:8]=[C:9]1[CH:15]([NH:16][C:17](=[O:23])[O:18][C:19]([CH3:22])([CH3:21])[CH3:20])[CH2:14][S:13][CH2:12][CH2:11][NH:10]1.[F:24][C:25]1[CH:26]=[C:27]([CH:30]=[CH:31][C:32]=1[F:33])[CH2:28]Br>O.CCOC(C)=O>[F:24][C:25]1[CH:26]=[C:27]([CH:30]=[CH:31][C:32]=1[F:33])[CH2:28][N:10]1[C:9](=[O:8])[CH:15]([NH:16][C:17](=[O:23])[O:18][C:19]([CH3:20])([CH3:22])[CH3:21])[CH2:14][S:13][CH2:12][CH2:11]1 |f:0.1|. Procedure details: 81 mg of sodium hydride as a 60% suspension in oil (2.03 mmol) are introduced at room temperature into a 50 ml round-bottomed flask, with stirring and under an argon atmosphere, containing 20 ml of THF and 500 mg of 26 (2.03 mmol). The medium is stirred for 1 hour and 420 mg (2.03 mmol) of 3,4-difluorobenzyl bromide are then added. The medium is stirred overnight, 20 ml of EtOAc and 20 ml of water are added to the reaction medium and, after separation of the phases by settling, the organic phase... The reactants are COC1=C2C(N=CN2)=NC(=N1)N (methylguanine), C1=CC=C2C=CC=3C=C4C(=C5C=CC1=C2C53)C=CC=C4 (benzo[a]pyrene), C(CO)O (ethylene glycol), COC1=C2C(N=CN2)=NC(=N1)N (methylguanine), C(C(C)[*:2])[*:1] (polypropylene), C(CO)O (ethylene glycol). Solvent: CO (methanol). Conditions: time 45 minute. Product: C1=CC=C2C=CC=3C(=C4C(=C5C=CC1=C2C53)C=CC=C4)N4C=NC=5N=C(NC(C45)=O)N (7-(Benzo[a]pyren-6-yl)Guanine). As a reaction SMILES: [CH:1]1[C:14]2=[C:15]3[C:16]4[C:11]([CH:12]=[CH:13]2)=[C:10]2[CH:17]=[CH:18][CH:19]=[CH:20][C:9]2=[CH:8][C:7]=4[CH:6]=[CH:5][C:4]3=[CH:3][CH:2]=1.C[O:22][C:23]1[N:31]=[C:30]([NH2:32])[N:29]=[C:25]2[N:26]=[CH:27][NH:28][C:24]=12.C(O)CO>CO>[CH:1]1[C:14]2=[C:15]3[C:16]4[C:11]([CH:12]=[CH:13]2)=[C:10]2[CH:17]=[CH:18][CH:19]=[CH:20][C:9]2=[C:8]([N:28]2[C:24]5[C:23](=[O:22])[NH:31][C:30]([NH2:32])=[N:29][C:25]=5[N:26]=[CH:27]2)[C:7]=4[CH:6]=[CH:5][C:4]3=[CH:3][CH:2]=1. Procedure details: While the blocking reaction is progressing, NAb (selective for BP-6-N7Gua) and BP-6-N7Gua or benzo[a]pyrene (BP) or methylguanine (Me-N7Gua) or other structures related to BP-6-N7Gua are combined in separate Eppendorf tubes (1.5 mL polypropylene tubes). MAb is diluted 1:500 to 1:5000 in TBS buffer (0.05M Tris, 0.20M NaCl, pH 7.5) containing 10% (v/v) ethylene glycol as a protein stabilizer, then 500 uL is dispensed to each Eppendorf tube seated in a thermal mixing block set at 45 degrees C. Thes...